From a dataset of the Open Reaction Database (ORD), a public repository of structured organic reaction records. describe an organic reaction: reactants, conditions, products, and yield The reactants are ClC1=C(C=C(C(=O)O)C=C1)[N+](=O)[O-] (4-chloro-3-nitrobenzoic acid), C(C)(C)N (isopropylamine), ClC1=CC=C(C2=CC=C(C=C2C2=NC3=CC=C(C=C3C=C2)C2=NC3=C(N2CC)C=CC(=C3)C(=O)O)OC)C=C1 (2-[2-(4′-chloro-4-methoxy-biphen-2-yl)-quinolin-6-yl]-1-ethyl-1H-benzoimidazole-5-carboxylic acid). Yields the product ClC1=CC=C(C2=CC=C(C=C2C2=NC3=CC=C(C=C3C=C2)C2=NC3=C(N2C(C)C)C=CC(=C3)C(=O)O)OC)C=C1 (2-[2-(4′-chloro-4-methoxy-biphen-2-yl)-quinolin-6-yl]-1-isopropyl-1H-benzoimidazole-5-carboxylic acid). RXN SMILES: Cl[C:2]1[CH:10]=[CH:9][C:5]([C:6]([OH:8])=[O:7])=[CH:4][C:3]=1[N+:11]([O-])=O.C(N)(C)C.[Cl:18][C:19]1[CH:56]=[CH:55][C:22]([C:23]2[C:28]([C:29]3[CH:38]=[CH:37][C:36]4[C:31](=[CH:32][CH:33]=[C:34]([C:39]5N(CC)[C:42]6C=CC(C(O)=O)=[CH:49][C:41]=6[N:40]=5)[CH:35]=4)[N:30]=3)=[CH:27][C:26]([O:53][CH3:54])=[CH:25][CH:24]=2)=[CH:21][CH:20]=1>>[Cl:18][C:19]1[CH:56]=[CH:55][C:22]([C:23]2[C:28]([C:29]3[CH:38]=[CH:37][C:36]4[C:31](=[CH:32][CH:33]=[C:34]([C:39]5[N:40]([CH:41]([CH3:49])[CH3:42])[C:2]6[CH:10]=[CH:9][C:5]([C:6]([OH:8])=[O:7])=[CH:4][C:3]=6[N:11]=5)[CH:35]=4)[N:30]=3)=[CH:27][C:26]([O:53][CH3:54])=[CH:25][CH:24]=2)=[CH:21][CH:20]=1. Reported procedure: The title compound was prepared from Resin 534a and isopropylamine according to the procedure described in the preparation of Compound 534.